From a dataset of the Open Reaction Database (ORD), a public repository of structured organic reaction records. describe an organic reaction: reactants, conditions, products, and yield Reactants: [OH-].[K+] (KOH), FC(C=1C=C(C=CC1)C(CC)=O)(F)F (1-[3-(Trifluoromethyl)phenyl]-1-propanone), FC=1C=C2C(C(NC2=CC1)=O)=O (5-Fluoroisatin), Cl (HCl), N1C(=O)C(=O)C2=CC=CC=C12 (isatin). Solvent: O (water), C(C)O (ethanol). Product: FC=1C=C2C(=C(C(=NC2=CC1)C1=CC(=CC=C1)C(F)(F)F)C)C(=O)O (6-fluoro-3-methyl-2-[3-(trifluoromethyl)phenyl]-4-quinolinecarboxylic acid). Isolated yield 91.0%. RXN SMILES: [F:1][C:2]1[CH:3]=[C:4]2[C:8](=[CH:9][CH:10]=1)[NH:7][C:6](=[O:11])[C:5]2=O.[OH-].[K+].N1C2C(=CC=CC=2)C(=O)C1=[O:17].[F:26][C:27]([F:39])([F:38])[C:28]1[CH:29]=[C:30]([C:34](=O)[CH2:35][CH3:36])[CH:31]=[CH:32][CH:33]=1.Cl>C(O)C.O>[F:1][C:2]1[CH:3]=[C:4]2[C:8](=[CH:9][CH:10]=1)[N:7]=[C:34]([C:30]1[CH:31]=[CH:32][CH:33]=[C:28]([C:27]([F:26])([F:38])[F:39])[CH:29]=1)[C:35]([CH3:36])=[C:5]2[C:6]([OH:11])=[O:17] |f:1.2|. Procedure details: 5-Fluoroisatin (61.3 g, 371 mmol) was dissolved in ethanol (564 mL) to provide a dark red solution. KOH (125 g, 2226 mmol) was dissolved in water (226 mL) and the solution was added slowly to the isatin solution. 1-[3-(Trifluoromethyl)phenyl]-1-propanone (75 g, 371 mmol) was added, and the solution was heated to reflux for 1 h. The reaction mixture was cooled in an ice bath and neutralized with concentrated HCl (208 mL, 2597 mmol). The precipitate was collected by filtration, washed with water (... Reactants: C(CCC)N1C(=O)N(C=2N=CNC2C1=O)CCCC (1,3-dibutylxanthine), BrCCCCCP(OCC)(=O)OCC (diethyl 5-bromopentanephosphonate). The product is C(CCC)N1C(=O)N(C=2N=CN(C2C1=O)CCCCCP(OCC)(OCC)=O)CCCC (Diethyl [5-(1,3-dibutylxanthin-7-yl)pentyl]phosphonate). RXN SMILES: [CH2:1]([N:5]1[C:14](=[O:15])[C:13]2[NH:12][CH:11]=[N:10][C:9]=2[N:8]([CH2:16][CH2:17][CH2:18][CH3:19])[C:6]1=[O:7])[CH2:2][CH2:3][CH3:4].Br[CH2:21][CH2:22][CH2:23][CH2:24][CH2:25][P:26]([O:31][CH2:32][CH3:33])(=[O:30])[O:27][CH2:28][CH3:29]>>[CH2:1]([N:5]1[C:14](=[O:15])[C:13]2[N:12]([CH2:21][CH2:22][CH2:23][CH2:24][CH2:25][P:26](=[O:30])([O:31][CH2:32][CH3:33])[O:27][CH2:28][CH3:29])[CH:11]=[N:10][C:9]=2[N:8]([CH2:16][CH2:17][CH2:18][CH3:19])[C:6]1=[O:7])[CH2:2][CH2:3][CH3:4]. Procedure details: The title substance was prepared from 1,3-dibutylxanthine and diethyl 5-bromopentanephosphonate analogously to Example 9. The reactants are CCNCC, CN(C)C=O, CCOC(C)=O, O=C(Cl)C(=O)Cl, O=C(O)c1cccc(I)c1, C1CCOC1. Product: CCN(CC)C(=O)c1cccc(I)c1. Reaction SMILES: [CH2:22]([CH3:23])[NH:24][CH2:25][CH3:26].[CH3:17][N:18]([CH3:19])[CH:20]=[O:21].[CH3:32][CH2:33][O:34][C:35](=[O:36])[CH3:37].[Cl:11][C:12]([C:13]([Cl:14])=[O:15])=[O:16].[I:1][c:2]1[cH:3][c:4]([C:5](=[O:6])[OH:7])[cH:8][cH:9][cH:10]1.[O:27]1[CH2:28][CH2:29][CH2:30][CH2:31]1>>[I:1][c:2]1[cH:3][c:4]([C:5](=[O:7])[N:24]([CH2:22][CH3:23])[CH2:25][CH3:26])[cH:8][cH:9][cH:10]1. Reactants: ClC1=C(C(NC(=C1)C(C)C)=O)[N+](=O)[O-] (4-chloro-6-isopropyl-3-nitro-1H-pyridin-2-one), N (NH3). Solvent: CO (MeOH). Conditions: temperature 100 celsius, time 1.5 hour. Product: NC1=C(C(NC(=C1)C(C)C)=O)[N+](=O)[O-] (4-amino-6-isopropyl-3-nitro-1H-pyridin-2-one). Reaction SMILES: Cl[C:2]1[CH:7]=[C:6]([CH:8]([CH3:10])[CH3:9])[NH:5][C:4](=[O:11])[C:3]=1[N+:12]([O-:14])=[O:13].[NH3:15]>CO>[NH2:15][C:2]1[CH:7]=[C:6]([CH:8]([CH3:10])[CH3:9])[NH:5][C:4](=[O:11])[C:3]=1[N+:12]([O-:14])=[O:13]. Procedure: A mixture of 4-chloro-6-isopropyl-3-nitro-1H-pyridin-2-one (700 mg, 3.23 mmol) in 6-7 mL of 7 N NH3 in MeOH is stirred at 100° C. in a sealed tube for 1.5 h. After cooling, the reaction mixture is concentrated in vacuo. The residue is suspended in H2O, filtered, washed with H2O, and dried, yielding 4-amino-6-isopropyl-3-nitro-1H-pyridin-2-one. 1H NMR (DMSO-d6, 300 MHz) δ 10.96 (br s, 1H), 8.15 (br s, 2H), 5.70 (d, J=0.9 Hz, 1H), 2.58 (sept, J=6.9 Hz, 1H), 1.11 (d, J=6.9 Hz, 6H) ppm. Starting materials: CCN(CC)C(=O)Cc1cccc(NC(=O)OC(C)(C)C)n1, ClCCl, O=C(O)C(F)(F)F. Product: CCN(CC)C(=O)Cc1cccc(N)n1. RXN SMILES: [C:1]([O:2][C:3](=[O:4])[NH:7][c:8]1[n:9][c:10]([CH2:14][C:15]([N:16]([CH2:17][CH3:18])[CH2:19][CH3:20])=[O:21])[cH:11][cH:12][cH:13]1)([CH3:5])([CH3:6])[CH3:22].[Cl:30][CH2:31][Cl:32].[F:23][C:24]([F:25])([F:26])[C:27]([OH:28])=[O:29]>>[NH2:7][c:8]1[n:9][c:10]([CH2:14][C:15]([N:16]([CH2:17][CH3:18])[CH2:19][CH3:20])=[O:21])[cH:11][cH:12][cH:13]1. Reactants: N1CCCC1 (pyrrolidine), C(C)(C)(C)OC(=O)N1C(CCCC1)CCOC1=C(C(NC2=CC(=C(C=C12)CCC(=O)O)Cl)=O)C1=CC(=CC(=C1)C)C (2-{2-[6-(2-carboxyethyl)-7-chloro-3-(3,5-dimethylphenyl)-2-oxo-1,2-dihydroquinolin-4-yloxy]-ethyl}-piperidine-1-carboxylic acid tert-butyl ester), Cl.CN(CCCN=C=NCC)C (1-(3-dimethylaminopropyl)-3-ethylcarbodiimide hydrochloride), ON1N=NC2=C1C=CC=C2 (1-hydroxybenzotriazole). Run at time 10 minute. The product is C(C)(C)(C)OC(=O)N1C(CCCC1)CCOC1=C(C(NC2=CC(=C(C=C12)CCC(N1CCCC1)=O)Cl)=O)C1=CC(=CC(=C1)C)C (2-{2-[7-chloro-3-(3,5-dimethylphenyl)-2-oxo-6-(3-oxo-3-pyrrolidin-1-yl-propyl)-1,2-dihydroquinolin-4-yloxy]-ethyl}-piperidine-1-carboxylic acid tert-butyl ester). The yield is 55.0%. As a reaction SMILES: [C:1]([O:5][C:6]([N:8]1[CH2:13][CH2:12][CH2:11][CH2:10][CH:9]1[CH2:14][CH2:15][O:16][C:17]1[C:26]2[C:21](=[CH:22][C:23]([Cl:32])=[C:24]([CH2:27][CH2:28][C:29]([OH:31])=O)[CH:25]=2)[NH:20][C:19](=[O:33])[C:18]=1[C:34]1[CH:39]=[C:38]([CH3:40])[CH:37]=[C:36]([CH3:41])[CH:35]=1)=[O:7])([CH3:4])([CH3:3])[CH3:2].Cl.CN(C)[CH2:45][CH2:46][CH2:47][N:48]=[C:49]=NCC.ON1C2C=CC=CC=2N=N1.N1CCCC1>>[C:1]([O:5][C:6]([N:8]1[CH2:13][CH2:12][CH2:11][CH2:10][CH:9]1[CH2:14][CH2:15][O:16][C:17]1[C:26]2[C:21](=[CH:22][C:23]([Cl:32])=[C:24]([CH2:27][CH2:28][C:29](=[O:31])[N:48]3[CH2:49][CH2:45][CH2:46][CH2:47]3)[CH:25]=2)[NH:20][C:19](=[O:33])[C:18]=1[C:34]1[CH:39]=[C:38]([CH3:40])[CH:37]=[C:36]([CH3:41])[CH:35]=1)=[O:7])([CH3:4])([CH3:2])[CH3:3] |f:1.2|. Procedure: To a solution of 2-{2-[6-(2-carboxyethyl)-7-chloro-3-(3,5-dimethylphenyl)-2-oxo-1,2-dihydroquinolin-4-yloxy]-ethyl}-piperidine-1-carboxylic acid tert-butyl ester (15 mg in 0.5 mL of dry methylene chloride) was added 8.0 mg of 1-(3-dimethylaminopropyl)-3-ethylcarbodiimide hydrochloride (EDC) followed by 5.2 mg 1-hydroxybenzotriazole (HOBt) and the mixture stirred for 10 minutes. At this time, 9.2 mg of pyrrolidine was added and the reaction allowed to proceed at room temperature. After 40 minutes... Starting materials: [N+](=O)([O-])[O-].[Na+] (sodium nitrate), 1(d), C(C)(=O)OC1=C(C(=C(C2=CC=CC=C12)OC(C)=O)Cl)OC1=CC=C(C=C1)N (1,4-diacetoxy-2-(4-aminophenoxy)-3-chloronaphthalene), C(C=C)(=O)OCCCC (butyl acrylate), Br (hydrobromic acid), cupric bromide. Yields the product BrC(C(=O)OCCCC)CC1=CC=C(C=C1)OC1=C(C2=CC=CC=C2C(=C1Cl)OC(C)=O)OC(C)=O (Butyl 2-bromo-3-[4- (1,4-diacetoxy-3-chloro-2-naphthyloxy)phenyl]propionate). As a reaction SMILES: [C:1]([O:4][C:5]1[C:14]2[C:9](=[CH:10][CH:11]=[CH:12][CH:13]=2)[C:8]([O:15][C:16](=[O:18])[CH3:17])=[C:7]([Cl:19])[C:6]=1[O:20][C:21]1[CH:26]=[CH:25][C:24](N)=[CH:23][CH:22]=1)(=[O:3])[CH3:2].[BrH:28].[N+]([O-])([O-])=O.[Na+].[C:34]([O:38][CH2:39][CH2:40][CH2:41][CH3:42])(=[O:37])[CH:35]=[CH2:36]>>[Br:28][CH:35]([CH2:36][C:24]1[CH:25]=[CH:26][C:21]([O:20][C:6]2[C:7]([Cl:19])=[C:8]([O:15][C:16](=[O:18])[CH3:17])[C:9]3[C:14](=[CH:13][CH:12]=[CH:11][CH:10]=3)[C:5]=2[O:4][C:1](=[O:3])[CH3:2])=[CH:22][CH:23]=1)[C:34]([O:38][CH2:39][CH2:40][CH2:41][CH3:42])=[O:37] |f:2.3|. Procedure: Following a procedure similar to that described in Preparation 1(d), 8.3 g of 1,4-diacetoxy-2-(4-aminophenoxy)-3-chloronaphthalene [prepared as described in step (c) above] were arylated using 15 g of a 47% w/v aqueous solution of hydrobromic acid, 1.9 g of sodium nitrate, 27 g of butyl acrylate and 0.5 g of cupric bromide, to give 5.8 g of the title compound as a pale yellow oil. As a reaction SMILES: [SH:1][C:2]1[N:10]=[CH:9][CH:8]=[CH:7][C:3]=1[C:4]([OH:6])=[O:5].Br[CH:12]1[CH2:16][CH2:15][CH2:14][CH2:13]1>>[CH:12]1([S:1][C:2]2[N:10]=[CH:9][CH:8]=[CH:7][C:3]=2[C:4]([OH:6])=[O:5])[CH2:16][CH2:15][CH2:14][CH2:13]1. The reactants are SC1=C(C(=O)O)C=CC=N1 (2-Mercapto-nicotinic acid), BrC1CCCC1 (bromo-cyclopentane). Reported procedure: 2-Mercapto-nicotinic acid (1.0 g, 6.44 mmol) and bromo-cyclopentane (2 mL, 19.33 mmol) were reacted in the same manner as in Step A of Preparation Example 1 to obtain the title compound, which was used in the next step without a separate purification process. Yields the product C1(CCCC1)SC1=C(C(=O)O)C=CC=N1 (2-cyclopentylsulfanyl-nicotinic acid).